From a dataset of the Open Reaction Database (ORD), a public repository of structured organic reaction records. describe an organic reaction: reactants, conditions, products, and yield Reactants: CC(=O)O, CC1(C)OCC(CO)([N+](=O)[O-])CO1, [Na+], [OH-]. Yields the product CC1(C)OCC([N+](=O)[O-])CO1. As a reaction SMILES: [CH3:16][C:17](=[O:18])[OH:19].[CH3:1][C:2]1([CH3:13])[O:3][CH2:4][C:5]([N+:8](=[O:9])[O-:10])([CH2:11][OH:12])[CH2:6][O:7]1.[Na+:15].[OH-:14]>>[CH3:1][C:2]1([CH3:13])[O:3][CH2:4][CH:5]([N+:8](=[O:9])[O-:10])[CH2:6][O:7]1. Starting materials: FC(S(=O)(=O)OC=1C=C2CCC(C2=CC1)CC(=O)OC)(F)F (Methyl (R/S)-(5-trifluoromethylsulfonyloxy-indan-1-yl)acetate), CN1C(CCC1)=O (N-methylpyrrolidinone). The reagents and catalysts are [C-]#N.[Zn+2].[C-]#N (zinc cyanide), C=1C=CC(=CC1)/C=C/C(=O)/C=C/C2=CC=CC=C2.C=1C=CC(=CC1)/C=C/C(=O)/C=C/C2=CC=CC=C2.C=1C=CC(=CC1)/C=C/C(=O)/C=C/C2=CC=CC=C2.[Pd].[Pd] (Pd2 dba3), C1=CC=C(C=C1)P([C-]2C=CC=C2)C3=CC=CC=C3.C1=CC=C(C=C1)P([C-]2C=CC=C2)C3=CC=CC=C3.[Fe+2] (dppf). Reaction conditions: temperature 100 celsius, time 16 hour. The product is C(#N)C=1C=C2CCC(C2=CC1)CC(=O)OC (Methyl (R/S)-(5-cyano-indan-1-yl)acetate). RXN SMILES: FC(F)(F)S(O[C:7]1[CH:8]=[C:9]2[C:13](=[CH:14][CH:15]=1)[CH:12]([CH2:16][C:17]([O:19][CH3:20])=[O:18])[CH2:11][CH2:10]2)(=O)=O.[CH3:23][N:24]1CCCC1=O>[C-]#N.[Zn+2].[C-]#N.C1C=CC(/C=C/C(/C=C/C2C=CC=CC=2)=O)=CC=1.C1C=CC(/C=C/C(/C=C/C2C=CC=CC=2)=O)=CC=1.C1C=CC(/C=C/C(/C=C/C2C=CC=CC=2)=O)=CC=1.[Pd].[Pd].C1C=CC(P(C2C=CC=CC=2)[C-]2C=CC=C2)=CC=1.C1C=CC(P(C2C=CC=CC=2)[C-]2C=CC=C2)=CC=1.[Fe+2]>[C:23]([C:7]1[CH:8]=[C:9]2[C:13](=[CH:14][CH:15]=1)[CH:12]([CH2:16][C:17]([O:19][CH3:20])=[O:18])[CH2:11][CH2:10]2)#[N:24] |f:2.3.4,5.6.7.8.9,10.11.12|. Procedure: To a solution methyl (R/S)-(5-trifluoromethylsulfonyloxy-indan-1-yl)acetate (2.63 g, 7.80 mmol, from Step D) in N-methylpyrrolidinone (20 mL) under argon, zinc cyanide (733 mg, 6.24 mmol), Pd2 dba3 (36 mg, 39.0 μmol) and dppf (52.0 mg, 93.6 μmol) were added, and the reaction mixture was heated to 100° C. After 16 hr, the reaction mixture was concentrated iji vacuo and partitioned between EtOAc and H2O. The layers were separated and the organic layer was washed with H2O, brine and dried over MgSO... The reactants are C(OC\C(=C\C)\C)(OC)=O ((E)-2-methyl-2-butenyl methyl carbonate), OC1=C2C(=C3C(=CC(OC3=C1)=O)CCC)OC(C=C2)(C)C (5-Hydroxy-2,2-dimethyl-10-propyl-2H-pyrano[2,3-f]chromen8-one), C([O-])([O-])=O.[Cs+].[Cs+] (caesium carbonate), (−)-1,2-bis-N-[2′-(diphenylphosphino)benzoyl]-11(S),12(S)-diamino-9,10-dihydro-9,10-ethanoanthracene. The solvent is ClCCl (dichloromethane), ClCCl (dichloromethane). Product: C/C(/COC1=CC=2C(=C3C(=CC(OC3=CC2)=O)CCC)OC1(C)C)=C\C ((E2-methyl-2-butenyl)oxy-2,2-dimethyl-10-propyl-2H-pyrano[2,3-f]chromen-8-one), oil. Yield: 100.0%. As a reaction SMILES: O[C:2]1[CH:11]=[C:10]2[C:5]([C:6]([CH2:13][CH2:14][CH3:15])=[CH:7][C:8](=[O:12])[O:9]2)=[C:4]2[O:16][C:17]([CH3:21])([CH3:20])[CH:18]=[CH:19][C:3]=12.C(=O)([O-])[O-].[Cs+].[Cs+].C(=O)(OC)[O:29][CH2:30]/[C:31](/[CH3:34])=[CH:32]/[CH3:33]>ClCCl>[CH3:34]/[C:31](=[CH:32]\[CH3:33])/[CH2:30][O:29][C:18]1[C:17]([CH3:20])([CH3:21])[O:16][C:4]2=[C:5]3[C:10](=[CH:11][CH:2]=[C:3]2[CH:19]=1)[O:9][C:8](=[O:12])[CH:7]=[C:6]3[CH2:13][CH2:14][CH3:15] |f:1.2.3|. Reported procedure: 5-Hydroxy-2,2-dimethyl-10-propyl-2H-pyrano[2,3-f]chromen-8-one (Example 8, 107 mg, 0.37 mmol) and caesium carbonate (6 mg, 0.019 mmol) were placed in a flask. A solution of (E)-2-methyl-2-butenyl methyl carbonate (108 mg, 0.75 mmol) in dichloromethane (1 ml) was added. Meanwhile, a solution of (−)-1,2-bis-N-[2′-(diphenylphosphino)benzoyl]-11(S),12(S)-diamino-9,10-dihydro-9,10-ethanoanthracene and then dipalladium tris(dibenzylidineacetone)-chloroform adduct (9.5 mg, 0.025 mmol) in dichloromethan... Reactants: ClCC1=C2C(=C(N=C1)C)OC(OC2)=O (5-Chloromethyl-8-methyl-2-oxo-4H-m-dioxino-[4,5-c]pyridine), CCOC(=S)S (ethyl xanthogenate). Yields the product SCC1=C2C(=C(N=C1)C)OC(OC2)=O (5-mercaptomethyl-8-methyl-2-oxo-4H-m-dioxino[4,5-c]pyridine). As a reaction SMILES: Cl[CH2:2][C:3]1[CH:8]=[N:7][C:6]([CH3:9])=[C:5]2[O:10][C:11](=[O:14])[O:12][CH2:13][C:4]=12.CCOC(S)=[S:19]>>[SH:19][CH2:2][C:3]1[CH:8]=[N:7][C:6]([CH3:9])=[C:5]2[O:10][C:11](=[O:14])[O:12][CH2:13][C:4]=12. Reported procedure: 5-Chloromethyl-8-methyl-2-oxo-4H-m-dioxino-[4,5-c]pyridine is converted to the corresponding ethyl xanthogenate and reduced in accordance with the procedure of Example 19, Step B, to give 5-mercaptomethyl-8-methyl-2-oxo-4H-m-dioxino[4,5-c]pyridine.